This data is from the Open Reaction Database (ORD), a public repository of structured organic reaction records. The task is: describe an organic reaction: reactants, conditions, products, and yield The reactants are BrCCCCBr, [Li]CCCC, CCOC1=NC(C(C)C)C(OCC)=NC1, CCOCC, C1CCOC1. Reaction SMILES: [Br:21][CH2:22][CH2:23][CH2:24][CH2:25][Br:26].[CH2:1]([Li:2])[CH2:3][CH2:4][CH3:5].[CH2:6]([CH3:7])[O:8][C:9]1=[N:14][CH2:13][C:12]([O:15][CH2:16][CH3:17])=[N:11][CH:10]1[CH:18]([CH3:19])[CH3:20].[CH3:32][CH2:33][O:34][CH2:35][CH3:36].[O:27]1[CH2:28][CH2:29][CH2:30][CH2:31]1>>[CH2:6]([CH3:7])[O:8][C:9]1=[N:14][CH:13]([CH2:25][CH2:24][CH2:23][CH2:22][Br:21])[C:12]([O:15][CH2:16][CH3:17])=[N:11][CH:10]1[CH:18]([CH3:19])[CH3:20]. Product: CCOC1=NC(C(C)C)C(OCC)=NC1CCCCBr. The reactants are C(C(C)C)N1N=CC(=C1)B1OC(C(O1)(C)C)(C)C (1-isobutyl-4-(4,4,5,5-tetramethyl-1,3,2-dioxaborolan-2-yl)-1H-pyrazole), BrC1=CC=C(O1)C(=O)NCC1=CC=2N(C=C1)C=CN2 (5-bromo-N-(imidazo[1,2-a]pyridin-7-ylmethyl)furan-2-carboxamide), BrC1=CC=C(N)C=C1 (4-bromoaniline). Yields the product N=1C=CN2C1C=C(C=C2)CNC(=O)C=2OC(=CC2)C2=CC=NN2CC(C)C (N-(imidazo[1,2-a]pyridin-7-ylmethyl)-5-[1-(2-methylpropyl)-1H-pyrazol-5-yl]furan-2-carboxamide). RXN SMILES: [CH2:1]([N:5]1[CH:9]=[C:8](B2OC(C)(C)C(C)(C)O2)[CH:7]=[N:6]1)[CH:2]([CH3:4])[CH3:3].Br[C:20]1[O:24][C:23]([C:25]([NH:27][CH2:28][C:29]2[CH:34]=[CH:33][N:32]3[CH:35]=[CH:36][N:37]=[C:31]3[CH:30]=2)=[O:26])=[CH:22][CH:21]=1.BrC1C=CC(N)=CC=1>>[N:37]1[CH:36]=[CH:35][N:32]2[CH:33]=[CH:34][C:29]([CH2:28][NH:27][C:25]([C:23]3[O:24][C:20]([C:9]4[N:5]([CH2:1][CH:2]([CH3:3])[CH3:4])[N:6]=[CH:7][CH:8]=4)=[CH:21][CH:22]=3)=[O:26])=[CH:30][C:31]=12. Reported procedure: The title compound was prepared as described in Example 51A, substituting 1-isobutyl-5-(4,4,5,5-tetramethyl-1,3,2-dioxaborolan-2-yl)-1H-pyrazole for 1-isobutyl-4-(4,4,5,5-tetramethyl-1,3,2-dioxaborolan-2-yl)-1H-pyrazole and 5-bromo-N-(imidazo[1,2-a]pyridin-7-ylmethyl)furan-2-carboxamide for 4-bromoaniline. 1H NMR (300 MHz, DMSO-d6) δ ppm 9.03 (t, J=6.1 Hz, 1H), 8.49 (dd, J=7.0, 0.7 Hz, 1H), 7.89 (s, 1H), 7.54-7.51 (m, 2H), 7.41 (s, 1H), 7.30 (d, J=3.6 Hz, 1H), 6.96 (d, J=3.6 Hz, 1H), 6.85 (dd, J...